This data is from the Open Reaction Database (ORD), a public repository of structured organic reaction records. The task is: describe an organic reaction: reactants, conditions, products, and yield Starting materials: C=C(C)CC12C=CC(C1)C1C(=O)OC(=O)C12, Cl, NO, [Na+], [OH-], O. The product is C=C(C)CC12C=CC(C1)C(C(=O)O)C2C(O)=NO. RXN SMILES: [CH2:4]([C:5]([CH3:6])=[CH2:7])[C:8]12[CH:9]3[CH:10]([CH:11]([CH:12]=[CH:13]1)[CH2:14]2)[C:15](=[O:16])[O:17][C:18]3=[O:19].[ClH:1].[NH2:2][OH:3].[Na+:21].[OH-:20].[OH2:22]>>[N:2]([OH:3])=[C:18]([CH:9]1[C:8]2([CH2:4][C:5]([CH3:6])=[CH2:7])[CH:13]=[CH:12][CH:11]([CH:10]1[C:15](=[O:16])[OH:17])[CH2:14]2)[OH:19]. Starting materials: C1(=CC=CC=C1)CCCC(=O)O (4-Phenyl-butanoic acid), S(=O)(Cl)Cl (thionyl chloride). Product: C1(=CC=CC=C1)CCCC(=O)Cl (4-phenylbutanoyl chloride). Isolated yield 100.0%. As a reaction SMILES: [C:1]1([CH2:7][CH2:8][CH2:9][C:10]([OH:12])=O)[CH:6]=[CH:5][CH:4]=[CH:3][CH:2]=1.S(Cl)([Cl:15])=O>>[C:1]1([CH2:7][CH2:8][CH2:9][C:10]([Cl:15])=[O:12])[CH:6]=[CH:5][CH:4]=[CH:3][CH:2]=1. Procedure details: 4-Phenyl-butanoic acid (0.83 moles, 13.57 g) is added to thionyl chloride (0.114 moles, 8.27 ml) and warmed to dissolve the solid. The mixture is stirred for 30' at r.t., then refluxed for 10', finally recovered as in example 3a). A 100% yield is obtained (0.083 moles, 15.09 g). Starting materials: CN1C(CN=C(C2=C1C=CC=C2)C2=CC=CC=C2)=O (1,3-dihydro-1-methyl-5-phenyl-2H-1,4-benzodiazepin-2-one), C(C)OC(OCC)=O (diethylcarbonate). Product: C(C)OC(=O)C=1NC(=C2C=CC=CC12)C1=CC=CC=C1 (3-phenylisoindole-1-carboxylic acid ethyl ester). Reaction SMILES: CN1[C:8]2[CH:9]=[CH:10][CH:11]=[CH:12][C:7]=2[C:6]([C:13]2[CH:18]=[CH:17][CH:16]=[CH:15][CH:14]=2)=[N:5][CH2:4][C:3]1=[O:19].[CH2:20]([O:22]C(=O)OCC)[CH3:21]>>[CH2:20]([O:22][C:3]([C:4]1[NH:5][C:6]([C:13]2[CH:18]=[CH:17][CH:16]=[CH:15][CH:14]=2)=[C:7]2[C:12]=1[CH:11]=[CH:10][CH:9]=[CH:8]2)=[O:19])[CH3:21]. Procedure details: The starting material can be prepared from 1,3-dihydro-1-methyl-5-phenyl-2H-1,4-benzodiazepin-2-one and diethylcarbonate in a manner analogous to that described in Example 1. After recrystallization from ethanol, there is obtained 3-phenylisoindole-1-carboxylic acid ethyl ester; m.p. 144°-147° C. (decomposition). The reactants are CN(C)C=O (DMF), OC1=CC(N(C=C1)C1=CC=C(C=C1)OCCN1CCCCC1)=O (4-hydroxy-1-{4-[2-(1-piperidinyl)ethoxy]phenyl}-1H-pyridin-2-one), [H-].[Na+] (NaH), CN(C)C=O (DMF), FC1=NC=C(C=C1)COS(=O)(=O)C (2-fluoro-5-methanesulfonyloxymethylpyridine). The solvent is C(C)(=O)OCC (Ethyl acetate). Reaction conditions: time 20 minute. The product is FC1=CC=C(C=N1)COC1=CC(N(C=C1)C1=CC=C(C=C1)OCCN1CCCCC1)=O (4-(6-fluoro-3-pyridinyl)methoxy-1-{4-[2-(1-piperidinyl)ethoxy]phenyl}-1H-pyridin-2-one). Isolated yield 45.4%. As a reaction SMILES: CN(C=O)C.[OH:6][C:7]1[CH:12]=[CH:11][N:10]([C:13]2[CH:18]=[CH:17][C:16]([O:19][CH2:20][CH2:21][N:22]3[CH2:27][CH2:26][CH2:25][CH2:24][CH2:23]3)=[CH:15][CH:14]=2)[C:9](=[O:28])[CH:8]=1.[H-].[Na+].[F:31][C:32]1[CH:37]=[CH:36][C:35]([CH2:38]OS(C)(=O)=O)=[CH:34][N:33]=1>C(OCC)(=O)C>[F:31][C:32]1[N:33]=[CH:34][C:35]([CH2:38][O:6][C:7]2[CH:12]=[CH:11][N:10]([C:13]3[CH:14]=[CH:15][C:16]([O:19][CH2:20][CH2:21][N:22]4[CH2:23][CH2:24][CH2:25][CH2:26][CH2:27]4)=[CH:17][CH:18]=3)[C:9](=[O:28])[CH:8]=2)=[CH:36][CH:37]=1 |f:2.3|. Procedure: Into a DMF solution (0.8 mL) of 4-hydroxy-1-{4-[2-(1-piperidinyl)ethoxy]phenyl}-1H-pyridin-2-one (20 mg, 0.065 mmol), NaH (60% oiliness, 3 mg, 0.078 mmol) was added and stinred at room temeture for 20 minutes, followed by addition of DMF solution (0.2 mL) of 2-fluoro-5-methanesulfonyloxymethylpyridine (20 mg, 0.097 mmol), stirring at the same temperature for 2.5 hours and further an overnight stirring at 80° C. Ethyl acetate was added to the reaction liquid, which was then washed with saturated ... Reactants: Brc1cnc2nnn(Cc3ccc4ncccc4c3)c2n1, C=C[Sn](CCCC)(CCCC)CCCC, CCOC(C)=O, [Cl-], [NH4+], CN(C)C=O, c1ccc(P(c2ccccc2)(c2ccccc2)[Pd](P(c2ccccc2)(c2ccccc2)c2ccccc2)(P(c2ccccc2)(c2ccccc2)c2ccccc2)P(c2ccccc2)(c2ccccc2)c2ccccc2)cc1. The product is C=Cc1cnc2nnn(Cc3ccc4ncccc4c3)c2n1. Reaction SMILES: [Br:1][c:2]1[cH:3][n:4][c:5]2[c:6]([n:7]1)[n:8]([CH2:11][c:12]1[cH:13][c:14]3[cH:15][cH:16][cH:17][n:18][c:19]3[cH:20][cH:21]1)[n:9][n:10]2.[CH2:22]([CH2:23][CH2:35][CH3:36])[Sn:24]([CH2:25][CH2:26][CH2:27][CH3:28])([CH2:29][CH2:30][CH2:31][CH3:32])[CH:33]=[CH2:34].[CH3:39][CH2:40][O:41][C:42]([CH3:43])=[O:44].[Cl-:37].[NH4+:38].[O:45]=[CH:46][N:47]([CH3:48])[CH3:49].[cH:50]1[cH:51][cH:52][c:53]([P:54]([Pd:55]([P:56]([c:57]2[cH:58][cH:59][cH:60][cH:61][cH:62]2)([c:63]2[cH:64][cH:65][cH:66][cH:67][cH:68]2)[c:69]2[cH:70][cH:71][cH:72][cH:73][cH:74]2)([P:75]([c:76]2[cH:77][cH:78][cH:79][cH:80][cH:81]2)([c:82]2[cH:83][cH:84][cH:85][cH:86][cH:87]2)[c:88]2[cH:89][cH:90][cH:91][cH:92][cH:93]2)[P:94]([c:95]2[cH:96][cH:97][cH:98][cH:99][cH:100]2)([c:101]2[cH:102][cH:103][cH:104][cH:105][cH:106]2)[c:107]2[cH:108][cH:109][cH:110][cH:111][cH:112]2)([c:113]2[cH:114][cH:115][cH:116][cH:117][cH:118]2)[c:119]2[cH:120][cH:121][cH:122][cH:123][cH:124]2)[cH:125][cH:126]1>>[c:2]1([CH:22]=[CH2:23])[cH:3][n:4][c:5]2[c:6]([n:7]1)[n:8]([CH2:11][c:12]1[cH:13][c:14]3[cH:15][cH:16][cH:17][n:18][c:19]3[cH:20][cH:21]1)[n:9][n:10]2. Starting materials: COC1=C(C=CC2=C1CC(C=1CCNCC21)C2=CC=CC=C2)OC (7,8-dimethoxy-5-phenyl-1,2,3,4,5,6-hexahydrobenzo[h]isoquinoline), C(=O)OCC (ethyl formate). Run in C1CCOC1 (THF). The product is COC1=C(C=CC2=C1CC(C=1CCN(CC21)C=O)C2=CC=CC=C2)OC (7,8-Dimethoxy-2-formyl-5-phenyl-1,2,3,4,5,6-hexahydro-benzo[h]isoquinoline). Reaction SMILES: [CH3:1][O:2][C:3]1[C:8]2[CH2:9][CH:10]([C:17]3[CH:22]=[CH:21][CH:20]=[CH:19][CH:18]=3)[C:11]3[CH2:12][CH2:13][NH:14][CH2:15][C:16]=3[C:7]=2[CH:6]=[CH:5][C:4]=1[O:23][CH3:24].[CH:25](OCC)=[O:26]>C1COCC1>[CH3:1][O:2][C:3]1[C:8]2[CH2:9][CH:10]([C:17]3[CH:18]=[CH:19][CH:20]=[CH:21][CH:22]=3)[C:11]3[CH2:12][CH2:13][N:14]([CH:25]=[O:26])[CH2:15][C:16]=3[C:7]=2[CH:6]=[CH:5][C:4]=1[O:23][CH3:24]. Reported procedure: To a solution of the free base 7,8-dimethoxy-5-phenyl-1,2,3,4,5,6-hexahydrobenzo[h]isoquinoline, (390 mg, 1.2 mmol, from Example 200) in THF (25 mL) was added ethyl formate (40 mL). The resulting solution was heated at reflux for 17 hours, concentrated, and the concentrate was chased with THF. The crude product was used directly in the next step.